Dataset: the Open Reaction Database (ORD), a public repository of structured organic reaction records. Task: describe an organic reaction: reactants, conditions, products, and yield The reactants are FC1=CC(=C(C=C1)C1=C(C=NC=C1)NCC=1OC=CN1)OC ([4-(4-fluoro-2-methoxy-phenyl)-pyridin-3-yl]-oxazol-2-ylmethyl-amine), CS(=O)(=O)C=1C=C(C(=O)O)C=C(C1)C(F)(F)F (3-methanesulfonyl-5-trifluoromethyl-benzoic acid). Yields the product FC1=CC(=C(C=C1)C1=C(C=NC=C1)N(C(C1=CC(=CC(=C1)C(F)(F)F)S(=O)(=O)C)=O)CC=1OC=CN1)OC (N-[4-(4-Fluoro-2-methoxy-phenyl)-pyridin-3-yl]-3-methanesulfonyl-N-oxazol-2-ylmethyl-5-trifluoromethyl-benzamide). Reaction SMILES: [F:1][C:2]1[CH:7]=[CH:6][C:5]([C:8]2[CH:13]=[CH:12][N:11]=[CH:10][C:9]=2[NH:14][CH2:15][C:16]2[O:17][CH:18]=[CH:19][N:20]=2)=[C:4]([O:21][CH3:22])[CH:3]=1.[CH3:23][S:24]([C:27]1[CH:28]=[C:29]([CH:33]=[C:34]([C:36]([F:39])([F:38])[F:37])[CH:35]=1)[C:30](O)=[O:31])(=[O:26])=[O:25]>>[F:1][C:2]1[CH:7]=[CH:6][C:5]([C:8]2[CH:13]=[CH:12][N:11]=[CH:10][C:9]=2[N:14]([CH2:15][C:16]2[O:17][CH:18]=[CH:19][N:20]=2)[C:30](=[O:31])[C:29]2[CH:33]=[C:34]([C:36]([F:39])([F:37])[F:38])[CH:35]=[C:27]([S:24]([CH3:23])(=[O:26])=[O:25])[CH:28]=2)=[C:4]([O:21][CH3:22])[CH:3]=1. Reported procedure: The title compound was prepared in analogy to example 90, from [4-(4-fluoro-2-methoxy-phenyl)-pyridin-3-yl]-oxazol-2-ylmethyl-amine and 3-methanesulfonyl-5-trifluoromethyl-benzoic acid (example 144, intermediate a) after a reaction time of 72 hours. The compound was purified by silica gel chromatography on a 20 g column using a MPLC system (CombiFlash Companion, Isco Inc.) eluting with a gradient of n-heptane:EtOAc (100:0 to 0:100). The product-containing fractions were pooled and evaporated. Th... The reactants are CN(C)C=O, CCN(C(C)C)C(C)C, Clc1nc(Cl)c2c(n1)CCS2, Nc1cccc(F)c1. Yields the product Fc1cccc(Nc2nc(Cl)nc3c2SCC3)c1. Reaction SMILES: [CH3:29][N:30]([CH3:31])[CH:32]=[O:33].[CH:12]([N:13]([CH:14]([CH3:15])[CH3:16])[CH2:17][CH3:18])([CH3:19])[CH3:20].[Cl:1][c:2]1[n:3][c:4]([Cl:11])[c:5]2[c:6]([n:7]1)[CH2:8][CH2:9][S:10]2.[F:21][c:22]1[cH:23][c:24]([NH2:28])[cH:25][cH:26][cH:27]1>>[Cl:1][c:2]1[n:3][c:4]([NH:28][c:24]2[cH:23][c:22]([F:21])[cH:27][cH:26][cH:25]2)[c:5]2[c:6]([n:7]1)[CH2:8][CH2:9][S:10]2. The reactants are CC(=O)O[BH-](OC(C)=O)OC(C)=O, ClCCl, CC(=O)O, COc1cc(Nc2c(C#N)cnc3cc(-c4ccc(C=O)cc4)ccc23)c(Cl)cc1Cl, [Na+], NCCS(=O)(=O)c1ccccc1. Product: COc1cc(Nc2c(C#N)cnc3cc(-c4ccc(CNCCS(=O)(=O)c5ccccc5)cc4)ccc23)c(Cl)cc1Cl. Reaction SMILES: [C:44]([O:45][BH-:46]([O:47][C:48](=[O:49])[CH3:50])[O:51][C:52](=[O:53])[CH3:54])(=[O:55])[CH3:56].[CH2:62]([Cl:63])[Cl:64].[CH3:58][C:59](=[O:60])[OH:61].[Cl:13][c:14]1[c:15]([NH:16][c:17]2[c:18]([C:35]#[N:36])[cH:19][n:20][c:21]3[cH:22][c:23](-[c:27]4[cH:28][cH:29][c:30]([CH:33]=[O:34])[cH:31][cH:32]4)[cH:24][cH:25][c:26]23)[cH:37][c:38]([O:42][CH3:43])[c:39]([Cl:41])[cH:40]1.[Na+:57].[c:1]1([S:7](=[O:8])(=[O:9])[CH2:10][CH2:11][NH2:12])[cH:2][cH:3][cH:4][cH:5][cH:6]1>>[c:1]1([S:7](=[O:8])(=[O:9])[CH2:10][CH2:11][NH:12][CH2:33][c:30]2[cH:29][cH:28][c:27](-[c:23]3[cH:22][c:21]4[n:20][cH:19][c:18]([C:35]#[N:36])[c:17]([NH:16][c:15]5[c:14]([Cl:13])[cH:40][c:39]([Cl:41])[c:38]([O:42][CH3:43])[cH:37]5)[c:26]4[cH:25][cH:24]3)[cH:32][cH:31]2)[cH:2][cH:3][cH:4][cH:5][cH:6]1. Reactants: ClCCl, O, O=C(O)C(F)(F)F, Cc1cc(CC(=O)OC(C)(C)C)ccc1Nc1nc2ccccc2o1. Product: Cc1cc(CC(=O)O)ccc1Nc1nc2ccccc2o1. RXN SMILES: [CH2:34]([Cl:35])[Cl:36].[OH2:33].[OH:26][C:27]([C:28]([F:29])([F:30])[F:31])=[O:32].[o:1]1[c:2]([NH:10][c:11]2[c:12]([CH3:25])[cH:13][c:14]([CH2:17][C:18](=[O:19])[O:20][C:21]([CH3:22])([CH3:23])[CH3:24])[cH:15][cH:16]2)[n:3][c:4]2[c:5]1[cH:6][cH:7][cH:8][cH:9]2>>[o:1]1[c:2]([NH:10][c:11]2[c:12]([CH3:25])[cH:13][c:14]([CH2:17][C:18](=[O:19])[OH:20])[cH:15][cH:16]2)[n:3][c:4]2[c:5]1[cH:6][cH:7][cH:8][cH:9]2. Starting materials: COC1=C(C=CC=C1)N1C=2C(C(=O)OC1=O)=CC=CC2 (N-(2-Methoxyphenyl)isatoic anhydride), C(C)[Zn]CC (diethylzinc), O (water). Solvent: O1CCCC1 (tetrahydrofuran), O1CCCC1 (tetrahydrofuran). Run at time 2 day. The product is COC1=C(C=CC=C1)NC1=C(C(=O)OCC)C=CC=C1 (ethyl 2-(2-methoxyphenylamino)benzoate). As a reaction SMILES: [CH3:1][O:2][C:3]1[CH:8]=[CH:7][CH:6]=[CH:5][C:4]=1[N:9]1[C:15](=O)[O:14][C:12](=[O:13])[C:11]2=[CH:17][CH:18]=[CH:19][CH:20]=[C:10]12.[CH2:21]([Zn]CC)C.O>O1CCCC1>[CH3:1][O:2][C:3]1[CH:8]=[CH:7][CH:6]=[CH:5][C:4]=1[NH:9][C:10]1[CH:20]=[CH:19][CH:18]=[CH:17][C:11]=1[C:12]([O:14][CH2:15][CH3:21])=[O:13]. Reported procedure: N-(2-Methoxyphenyl)isatoic anhydride (1 g, 0.00369 mole), 4 ml (0.00532 mole) of 1.33M diethylzinc in 4 ml of tetrahydrofuran, and 15 ml of tetrahydrofuran were combined at 0°-5° C. and then stirred at room temperature for two days. The reaction mixture was poured into water and extracted with ether. The ether extracts were washed with 20 ml of 1N potassium hydroxide, then dried over anhydrous magnesium sulfate and concentrated. The residue (1.12 g) was flash chromatographed on silica gel using ... Reactants: O1[C@H]2[C@@H]1C(C=C1C=C[C@H]3[C@@H]4CC[C@H]([C@@H](CCCC(C)(C)O)C)[C@]4(CC[C@@H]3[C@@]21C)C)=O (1α,2α-Epoxy-25-hydroxycholesta-4,6-dien-3-one), C(C)(=O)OC(C)=O.N1=CC=CC=C1 (acetic anhydride pyridine). Yields the product CC(=O)CC(=O)CC(=O)O (triacetate). RXN SMILES: [O:1]1[C@H:3]2[C:4](=[O:30])C=C3[C@:27](C)([C@@H:2]12)[C@@H]1[C@H]([C@H]2[C@](C)(CC1)[C@@H]([C@H](C)CCCC(O)(C)C)CC2)C=C3.C([O:34][C:35](=[O:37])[CH3:36])(=O)C.N1C=CC=CC=1>>[CH3:27][C:2]([CH2:3][C:4]([CH2:36][C:35]([OH:34])=[O:37])=[O:30])=[O:1] |f:1.2|. Procedure details: The cholest-5-ene from Example 4 (c) was acetylated with acetic anhydride/pyridine to yield the triacetate which was subjected to bromination with dibromodimethylhydantoin followed by dehydrobromination with trimethylphosphite according to the procedure of Example 3 (b) to yield, after chromatography on silver nitrate impregnated silica gel, 1α,3β,25-triacetoxycholesta-5,7-diene (m.p. 96°-101°; αD -24° in CHCl3 ; λmaxEt2O 262 (7,900), 271 (11,500), 282 (12,400), 294 (7,300) nm. Reaction SMILES: [CH3:1][O:2][C:3](=[O:27])[CH2:4][CH2:5][C:6]1[CH:11]=[CH:10][CH:9]=[C:8]([CH2:12][NH:13][CH2:14][C:15]2[CH:20]=[CH:19][C:18]([C:21]3[N:26]=[CH:25][CH:24]=[CH:23][N:22]=3)=[CH:17][CH:16]=2)[CH:7]=1.[S:28]1[CH:32]=[CH:31][N:30]=[C:29]1[S:33](Cl)(=[O:35])=[O:34]>C(N(CC)CC)C>[CH3:1][O:2][C:3](=[O:27])[CH2:4][CH2:5][C:6]1[CH:11]=[CH:10][CH:9]=[C:8]([CH2:12][N:13]([CH2:14][C:15]2[CH:20]=[CH:19][C:18]([C:21]3[N:26]=[CH:25][CH:24]=[CH:23][N:22]=3)=[CH:17][CH:16]=2)[S:33]([C:29]2[S:28][CH:32]=[CH:31][N:30]=2)(=[O:35])=[O:34])[CH:7]=1. Product: COC(CCC1=CC(=CC=C1)CN(S(=O)(=O)C=1SC=CN1)CC1=CC=C(C=C1)C1=NC=CC=N1)=O (3-(3-{[(4-Pyrimidin-2-yl-benzyl)-(thiazole-2-sulfonyl)-amino]-methyl}-phenyl)-propionic acid methyl ester). Procedure details: The title compound of Step A was prepared following the method described in Step A of Example 1 from 3-{3-[(4-pyrimidin-2-yl-benzylamino)-methyl]-phenyl}-propionic acid methyl ester, prepared in Step A of Example 11z, and thiazole-2-sulfonyl chloride using triethylamine in place of N,N-diisopropylethylamine. 1H NMR (400 MHz, CDCl3) δ 8.80 (d, 2H), 8.30 (d, 2H), 7.96 (d, 1H), 7.59 (m, 1H), 7.24 -7.13 (m, 4H), 7.05 (d, 1H), 6.96 (d, 1H), 6.92 (s, 1H), 4.54 (s, 2H), 4.49 (s, 2H), 3.64 (s, 3H), 2.82... The solvent is C(C)N(CC)CC (triethylamine). Starting materials: COC(CCC1=CC(=CC=C1)CNCC1=CC=C(C=C1)C1=NC=CC=N1)=O (3-{3-[(4-pyrimidin-2-yl-benzylamino)-methyl]-phenyl}-propionic acid methyl ester), S1C(=NC=C1)S(=O)(=O)Cl (thiazole-2-sulfonyl chloride). Reactants: CCCCCC, COc1ccc(CC(CC(=O)N2CCOCC2)C(=O)N2C(=O)OCC2C(C)C)cc1, [Cl-], [Li]CCCC, [NH4+], C1CCOC1, OCc1ccccc1. Product: COc1ccc(CC(CC(=O)N2CCOCC2)C(=O)OCc2ccccc2)cc1. Reaction SMILES: [CH3:51][CH2:52][CH2:53][CH2:54][CH2:55][CH3:56].[CH:14]([CH:15]1[CH2:16][O:17][C:18](=[O:19])[N:20]1[C:23]([CH:24]([CH2:25][C:26]([N:27]1[CH2:28][CH2:29][O:30][CH2:31][CH2:32]1)=[O:33])[CH2:34][c:35]1[cH:36][cH:37][c:38]([O:41][CH3:42])[cH:39][cH:40]1)=[O:43])([CH3:21])[CH3:22].[Cl-:44].[Li:1][CH2:2][CH2:3][CH2:4][CH3:5].[NH4+:45].[O:46]1[CH2:47][CH2:48][CH2:49][CH2:50]1.[OH:6][CH2:7][c:8]1[cH:9][cH:10][cH:11][cH:12][cH:13]1>>[O:6]([CH2:7][c:8]1[cH:9][cH:10][cH:11][cH:12][cH:13]1)[C:23]([CH:24]([CH2:25][C:26]([N:27]1[CH2:28][CH2:29][O:30][CH2:31][CH2:32]1)=[O:33])[CH2:34][c:35]1[cH:36][cH:37][c:38]([O:41][CH3:42])[cH:39][cH:40]1)=[O:43]. Reported procedure: To a solution of 3,4,5-trimethoxybenzyl alcohol (20.2 g, 0.108 mol) in 300 ml of dry tetrahydrofuran was added 4.12 ml (0.052 mol) of pyridine, and cooled to 0° C. A solution of phosphorous tribromide (4.8 ml, 0.051 mol) in 20 ml of dry tetrahydrofuran was added dropwise to the above solution at 0 ° C. The mixture was stirred for 1 hr. Tetrahydrofuran was concentrated. The residue was then diluted with 200 ml of 10% hydrochloric acid, and then extracted with 200 ml of ethyl acetate. The extract ... RXN SMILES: [CH3:1][O:2][C:3]1[CH:4]=[C:5]([CH:8]=[C:9]([O:13][CH3:14])[C:10]=1[O:11][CH3:12])[CH2:6]O.N1C=CC=CC=1.P(Br)(Br)[Br:22]>O1CCCC1>[CH3:1][O:2][C:3]1[CH:4]=[C:5]([CH:8]=[C:9]([O:13][CH3:14])[C:10]=1[O:11][CH3:12])[CH2:6][Br:22]. The reactants are COC=1C=C(CO)C=C(C1OC)OC (3,4,5-trimethoxybenzyl alcohol), N1=CC=CC=C1 (pyridine), P(Br)(Br)Br (phosphorous tribromide). Run in O1CCCC1 (tetrahydrofuran), O1CCCC1 (tetrahydrofuran). Yield: 202.8%. Product: COC=1C=C(CBr)C=C(C1OC)OC (3,4,5-Trimethoxybenzyl bromide). Run at temperature 0 celsius, time 1 hour. Reactants: COC(=O)c1ccncc1, NC(N)=O, N, [Na]. The product is NC(=O)NC(=O)c1ccncc1. Reaction SMILES: [C:6]([c:7]1[cH:8][cH:9][n:10][cH:11][cH:12]1)(=[O:13])[O:14][CH3:15].[NH2:1][C:2]([NH2:3])=[O:4].[NH3:16].[Na:5]>>[NH:1]([C:2]([NH2:3])=[O:4])[C:6]([c:7]1[cH:8][cH:9][n:10][cH:11][cH:12]1)=[O:13].